Dataset: the Open Reaction Database (ORD), a public repository of structured organic reaction records. Task: describe an organic reaction: reactants, conditions, products, and yield The reactants are CC(=O)C(C)(C)C, CCO, ClCCl, FC(F)(F)SCl. Yields the product CC(C)(C)C(=O)CSC(F)(F)F. As a reaction SMILES: [CH3:1][C:2]([C:3]([CH3:4])=[O:5])([CH3:6])[CH3:7].[CH3:8][CH2:9][OH:10].[Cl:17][CH2:18][Cl:19].[F:11][C:12]([S:13][Cl:14])([F:15])[F:16]>>[CH3:1][C:2]([C:3]([CH2:4][S:13][C:12]([F:11])([F:15])[F:16])=[O:5])([CH3:6])[CH3:7]. Starting materials: N1(C=NC=C1)CCOC1=C(C=C2C(NC=NC2=C1)=O)OC (7-(2-(imidazol-1-yl)ethoxy)-6-methoxy-3,4-dihydroquinazoline-4-one), S(=O)(Cl)Cl (thionyl chloride). The product is ClC1=NC=NC2=CC(=C(C=C12)OC)OCCN1C=NC=C1 (4-chloro-7-(2-(imidazol-1-yl)ethoxy)-6-methoxyquinazoline). As a reaction SMILES: [N:1]1([CH2:6][CH2:7][O:8][C:9]2[CH:18]=[C:17]3[C:12]([C:13](=O)[NH:14][CH:15]=[N:16]3)=[CH:11][C:10]=2[O:20][CH3:21])[CH:5]=[CH:4][N:3]=[CH:2]1.S(Cl)([Cl:24])=O>>[Cl:24][C:13]1[C:12]2[C:17](=[CH:18][C:9]([O:8][CH2:7][CH2:6][N:1]3[CH:5]=[CH:4][N:3]=[CH:2]3)=[C:10]([O:20][CH3:21])[CH:11]=2)[N:16]=[CH:15][N:14]=1. Procedure: Using a procedure analogous to the one described for the synthesis of Example 23, 7-(2-(imidazol-1-yl)ethoxy)-6-methoxy-3,4-dihydroquinazoline-4-one (286 mg, 1 mmol) was reacted with thionyl chloride (50 ml) to give 4-chloro-7-(2-(imidazol-1-yl)ethoxy)-6-methoxyquinazoline which was then reacted with 5,7-diaza-6-methyloxindole (440 mg, 3 mmol) and sodium hydride (120 mg, 3 mmol) to give 4-(5,7-diaza-6-methyloxindol-3-yl)-7-(2-(imidazol-1-yl)ethoxy)-6-methoxyquinazoline hydrochloride (80 mg, 15%)... The reactants are C(=O)C1=CC=C(CCNS(=O)(=O)C2=CC=C(C=C2)Cl)C=C1 (4-chlorobenzenesulphonic acid-(4-formylphenethylamide)), C1(=CC=CC=C1)P(=CC(C)=O)(C1=CC=CC=C1)C1=CC=CC=C1 (1-triphenylphosphoranylidene-2-propanone). The solvent is C1(=CC=CC=C1)C (toluene). The product is O=C(C=CC1=CC=C(CCNS(=O)(=O)C2=CC=C(C=C2)Cl)C=C1)C (4-Chlorobenzenesulphonic acid-[4-(3-oxobut-1-enyl)-phenethylamide]). Reaction SMILES: [CH:1]([C:3]1[CH:21]=[CH:20][C:6]([CH2:7][CH2:8][NH:9][S:10]([C:13]2[CH:18]=[CH:17][C:16]([Cl:19])=[CH:15][CH:14]=2)(=[O:12])=[O:11])=[CH:5][CH:4]=1)=O.C1(P(C2C=CC=CC=2)(C2C=CC=CC=2)=[CH:29][C:30](=[O:32])[CH3:31])C=CC=CC=1>C1(C)C=CC=CC=1>[O:32]=[C:30]([CH3:31])[CH:29]=[CH:1][C:3]1[CH:21]=[CH:20][C:6]([CH2:7][CH2:8][NH:9][S:10]([C:13]2[CH:18]=[CH:17][C:16]([Cl:19])=[CH:15][CH:14]=2)(=[O:12])=[O:11])=[CH:5][CH:4]=1. Procedure details: A mixture of 3.2 g. (10 mnole) 4-chlorobenzenesulphonic acid-(4-formylphenethylamide), 50 ml. anhydrous toluene and 3.2 g. (10 mmole) 1-triphenylphosphoranylidene-2-propanone is refluxed for 5 hours, then cooled, stirred with silica gel and filtered off with suction. The filtrate is evaporated and purified by column chromatography (silica gel/methylene chloride). Yield 1.3 g. (36% of theory); m.p. 111°-113° C. The reactants are N([C@@H](C(C)C)C(=O)N[C@@H](CC1=CC=C(C=C1)O)C(=O)O)C(=O)OCC1=CC=CC=C1.N1(CCOCC1)[NH-] (Z-(L)-Val-(L)-Tyr morpholin-4-ylamide). The reagents and catalysts are [Pd] (Pd/C). The solvent is CO (methanol). Yields the product N[C@@H](C(C)C)C(=O)N[C@@H](CC1=CC=C(C=C1)O)C(=O)O.N1(CCOCC1)[NH-] (H-(L)-Val-(L)-Tyr morpholin-4-ylamide). RXN SMILES: [NH:1](C(OCC1C=CC=CC=1)=O)[C@H:2]([C:6]([NH:8][C@H:9]([C:18]([OH:20])=[O:19])[CH2:10][C:11]1[CH:16]=[CH:15][C:14]([OH:17])=[CH:13][CH:12]=1)=[O:7])[CH:3]([CH3:5])[CH3:4].[N:31]1([NH-:37])[CH2:36][CH2:35][O:34][CH2:33][CH2:32]1>CO.[Pd]>[NH2:1][C@H:2]([C:6]([NH:8][C@H:9]([C:18]([OH:20])=[O:19])[CH2:10][C:11]1[CH:12]=[CH:13][C:14]([OH:17])=[CH:15][CH:16]=1)=[O:7])[CH:3]([CH3:5])[CH3:4].[N:31]1([NH-:37])[CH2:36][CH2:35][O:34][CH2:33][CH2:32]1 |f:0.1,4.5|. Procedure details: Hydrogenation in the presence of 1 g of 10% Pd/C for 1.5 h at RT of a solution of 4.83 g (10 mmol) of Z-(L)-Val-(L)-Tyr-morpholin-4-ylamide in 182 ml of methanol, followed by filtration through ®Celite, concentration of the filtrate by evaporation and column chromatography (SiO2, methylene chloride/methanol 9:1), yields the title compound: TLC Rf (F)=0.30; FAB-MS (M+H)+ =350. The reactants are ClC=1C=CC(=C(C1)C1=CC(N(C=C1OC)C(C(=O)O)CCOC)=O)C#N (2-[4-(5-chloro-2-cyanophenyl)-5-methoxy-2-oxopyridin-1(2H)-yl]-4-methoxybutanoic acid), NC=1C=C2C(=NNC2=CC1)Cl (5-amino-3-chloro-1H-indazole). The product is ClC=1C=CC(=C(C1)C1=CC(N(C=C1OC)C(C(=O)NC=1C=C2C(=NNC2=CC1)Cl)CCOC)=O)C#N (2-[4-(5-Chloro-2-cyanophenyl)-5-methoxy-2-oxopyridin-1(2H)-yl]-N-(3-chloro-1H-indazol-5-yl)-4-methoxybutanamide). As a reaction SMILES: [Cl:1][C:2]1[CH:3]=[CH:4][C:5]([C:25]#[N:26])=[C:6]([C:8]2[C:13]([O:14][CH3:15])=[CH:12][N:11]([CH:16]([CH2:20][CH2:21][O:22][CH3:23])[C:17](O)=[O:18])[C:10](=[O:24])[CH:9]=2)[CH:7]=1.[NH2:27][C:28]1[CH:29]=[C:30]2[C:34](=[CH:35][CH:36]=1)[NH:33][N:32]=[C:31]2[Cl:37]>>[Cl:1][C:2]1[CH:3]=[CH:4][C:5]([C:25]#[N:26])=[C:6]([C:8]2[C:13]([O:14][CH3:15])=[CH:12][N:11]([CH:16]([CH2:20][CH2:21][O:22][CH3:23])[C:17]([NH:27][C:28]3[CH:29]=[C:30]4[C:34](=[CH:35][CH:36]=3)[NH:33][N:32]=[C:31]4[Cl:37])=[O:18])[C:10](=[O:24])[CH:9]=2)[CH:7]=1. Reported procedure: 170 mg (451 μmol) of 2-[4-(5-chloro-2-cyanophenyl)-5-methoxy-2-oxopyridin-1(2H)-yl]-4-methoxybutanoic acid (racemate) and 92.4 mg (purity 90%, 496 μmol, 1.1 eq.) of 5-amino-3-chloro-1H-indazole were reacted according to General Method 1. The crude product was purified by flash chromatography (silica gel 50, cyclohexane/ethyl acetate mixtures). Yield: 113 mg (48% of theory)